Task: describe an organic reaction: reactants, conditions, products, and yield. Dataset: the Open Reaction Database (ORD), a public repository of structured organic reaction records Starting materials: C(Br)(Br)(Br)Br (CBr4), O1C(=CC=2C=NC=CC21)CO (furo[3,2-c]pyridin-2-ylmethanol), C(Cl)Cl (CH2Cl2), C1=CC=C(C=C1)P(C2=CC=CC=C2)C3=CC=CC=C3 (PPh3). Run at temperature 0 celsius, time 2 hour. Product: Cl.BrCC1=CC=2C=NC=CC2O1 (2-Bromomethylfuro[3,2-c]pyridine hydrochloride). Reaction SMILES: [O:1]1[C:9]2[CH:8]=[CH:7][N:6]=[CH:5][C:4]=2[CH:3]=[C:2]1[CH2:10]O.C(Br)(Br)(Br)[Br:13].C1C=CC(P(C2C=CC=CC=2)C2C=CC=CC=2)=CC=1.C(Cl)[Cl:37]>>[ClH:37].[Br:13][CH2:10][C:2]1[O:1][C:9]2[CH:8]=[CH:7][N:6]=[CH:5][C:4]=2[CH:3]=1 |f:4.5|. Procedure details: A stirred suspension of furo[3,2-c]pyridin-2-ylmethanol (Preparation 4, 1.47 g, 9.9 mmol) in anhydrous CH2Cl2 (60 mL) was treated with CBr4 (4.90 g, 14.8 mmol). The mixture was cooled down to 0° C., before being treated with PPh3 (3.88 g, 14.8 mmol). After 2 h at 20° C., the reaction was filtered, then the filtrate was diluted with CH2Cl2 (50 mL), before being washed with saturated aqueous NaHCO3 (2×50 mL) and H2O (50 mL). The CH2Cl2 solution was extracted with 2 M HCl (3×50 mL), then the combin... The reactants are S1C(=NC2=C1C=CC=C2)N[C@@H]2C[C@H](C2)NC2=NC=CC=C2N (N2-(Trans-3-(benzo[d]thiazol-2-ylamino)cyclobutyl)pyridine-2,3-diamine), intermediate, C(OCC)([O-])[O-] (ethyl orthoformate). Run in C(C)(=O)O (acetic acid). Conditions: temperature 90 celsius. Yields the product N1=CN(C2=NC=CC=C21)[C@@H]2C[C@H](C2)NC=2SC1=C(N2)C=CC=C1 (N-(trans-3-(3H-imidazo[4,5-b]pyridin-3-yl)cyclobutyl)benzo[d]thiazol-2-amine). The yield is 59.2%. As a reaction SMILES: [S:1]1[C:5]2[CH:6]=[CH:7][CH:8]=[CH:9][C:4]=2[N:3]=[C:2]1[NH:10][C@H:11]1[CH2:14][C@H:13]([NH:15][C:16]2[C:21]([NH2:22])=[CH:20][CH:19]=[CH:18][N:17]=2)[CH2:12]1.[CH:23]([O-])([O-])OCC>C(O)(=O)C>[N:22]1[C:21]2[C:16](=[N:17][CH:18]=[CH:19][CH:20]=2)[N:15]([C@H:13]2[CH2:12][C@H:11]([NH:10][C:2]3[S:1][C:5]4[CH:6]=[CH:7][CH:8]=[CH:9][C:4]=4[N:3]=3)[CH2:14]2)[CH:23]=1. Procedure details: N2-(Trans-3-(benzo[d]thiazol-2-ylamino)cyclobutyl)pyridine-2,3-diamine (intermediate from step 3 in example 1, 0.100 g, 0.321 mmol) was dissolved in acetic acid (10 mL) and treated with ethyl orthoformate (2.0 ml, 12.02 mmol). The solution was heated at 90° C. for 20 minutes and the solution evaporated to dryness under reduced pressure. Purification using the silica chromatography (0-10% methanol in dichloromethane gradient) gave the desired N-(trans-3-(3H-imidazo[4,5-b]pyridin-3-yl)cyclobutyl)b... The reactants are ClCC1=C(C=CC=C1)C1=CC(=CC=C1)OCC1=CC=CC=C1 (2-chloromethyl-3′-benzyloxybiphenyl), [C-]#N.[Na+] (NaCN). The solvent is CCO (EtOH), O (water). Conditions: time 48 hour. Product: C(C1=CC=CC=C1)OC=1C=C(C=CC1)C1=C(C=CC=C1)CC#N ((3′-benzyloxybiphenyl-2-yl)acetonitrile). Reaction SMILES: Cl[CH2:2][C:3]1[CH:8]=[CH:7][CH:6]=[CH:5][C:4]=1[C:9]1[CH:14]=[CH:13][CH:12]=[C:11]([O:15][CH2:16][C:17]2[CH:22]=[CH:21][CH:20]=[CH:19][CH:18]=2)[CH:10]=1.[C-:23]#[N:24].[Na+]>CCO.O>[CH2:16]([O:15][C:11]1[CH:10]=[C:9]([C:4]2[CH:5]=[CH:6][CH:7]=[CH:8][C:3]=2[CH2:2][C:23]#[N:24])[CH:14]=[CH:13][CH:12]=1)[C:17]1[CH:22]=[CH:21][CH:20]=[CH:19][CH:18]=1 |f:1.2|. Procedure: To a stirred solution of 2-chloromethyl-3′-benzyloxybiphenyl from Step A (188 mg, 0.61 mmol) in EtOH (4 mL) was added a solution of NaCN (60 mg, 1.22 mmol) in water (4 mL). The resulting solution was heated to reflux for 12 h, stood at ambient temperature for 48 h, then concentrated under reduced pressure. The residue was partitioned between sat. aq. NaHCO3 (10 mL) and CH2Cl2 (20 mL). The aqueous layer was extracted further with CH2Cl2 (2×10 mL). The combined organic extracts were dried over Na2... Reactants: N(=[N+]=[N-])C[C@@H]1CN(C(O1)=O)C1=CC(=C(C=C1)S(=O)C)F (5-(S)-azidomethyl-3-[4′-methylsulfinyl-3′-fluorophenyl]oxazolidine-2-one), N(=[N+]=[N-])C[C@@H]1CN(C(O1)=O)C1=CC(=C(C=C1)SCCF)F (5-(S)-azidomethyl-3-[4′-(2″-fluoroethyl)thio-3′-fluorophenyl]oxazolidine-2-one), ClC=1C=C(C(=O)OO)C=CC1 (m-chloroperoxybenzoic acid). Yields the product N(=[N+]=[N-])C[C@@H]1CN(C(O1)=O)C1=CC(=C(C=C1)S(=O)CCF)F (5-(S)-Azidomethyl-3-[4′-(2″-fluoroethyl)sulfinyl-3′-fluorophenyl]oxazolidine-2-one). Reaction SMILES: [N:1]([CH2:4][C@H:5]1[O:9][C:8](=[O:10])[N:7]([C:11]2[CH:16]=[CH:15][C:14]([S:17]([CH3:19])=[O:18])=[C:13]([F:20])[CH:12]=2)[CH2:6]1)=[N+:2]=[N-:3].N(C[C@H]1OC(=O)N(C2C=CC(SC[CH2:39][F:40])=C(F)C=2)C1)=[N+]=[N-].ClC1C=C(C=CC=1)C(OO)=O>>[N:1]([CH2:4][C@H:5]1[O:9][C:8](=[O:10])[N:7]([C:11]2[CH:16]=[CH:15][C:14]([S:17]([CH2:19][CH2:39][F:40])=[O:18])=[C:13]([F:20])[CH:12]=2)[CH2:6]1)=[N+:2]=[N-:3]. Reported procedure: This compound was prepared analogously to the synthesis of 5-(S)-azidomethyl-3-[4′-methylsulfinyl-3′-fluorophenyl]oxazolidine-2-one from 5-(S)-azidomethyl-3-[4′-(2″-fluoroethyl)thio-3′-fluorophenyl]oxazolidine-2-one (0.280 g, 0.891 mmol) and m-chloroperoxybenzoic acid (77%, 0.200 g, 0.891 mmol). Yield 0.280 g (95%). MS (m/z): [M+H]+=331. Reactants: CN(C)/C=C/C(=O)C1=CC=C(C=C1)[N+](=O)[O-] (1-(4-nitrophenyl)-3-N,N-dimethylamino-2-propen-1-one), O.NN (hydrazine hydrate). The solvent is C(C)O (ethanol). Product: [N+](=O)([O-])C1=CC=C(C=C1)C1=NNC=C1 (3-(4-nitrophenyl)-pyrazole). Isolated yield 78.9%. Reaction SMILES: C[N:2](/[CH:4]=[CH:5]/[C:6]([C:8]1[CH:13]=[CH:12][C:11]([N+:14]([O-:16])=[O:15])=[CH:10][CH:9]=1)=O)C.O.[NH2:18]N>C(O)C>[N+:14]([C:11]1[CH:12]=[CH:13][C:8]([C:6]2[CH:5]=[CH:4][NH:2][N:18]=2)=[CH:9][CH:10]=1)([O-:16])=[O:15] |f:1.2|. Procedure: A solution of 1-(4-nitrophenyl)-3-N,N-dimethylamino-2-propen-1-one (27.3 g) and 85% hydrazine hydrate (23.6 g) in ethanol was heated at 60° C. for one hour. The crystallized solid was filtered to give 18.5 g of 3-(4-nitrophenyl)-pyrazole; M.p. 196°-197° C. Starting materials: CC(C(C1=CC=CC=C1)O)NC (1-ephedrine), CC1=C(C(=O)Cl)C=CC=C1 (o-methylbenzoyl chloride), amide. The product is C[C@@H]([C@H](C1=CC=CC=C1)O)NC (d-pseudoephedrine). As a reaction SMILES: [CH3:1][CH:2]([NH:11][CH3:12])[CH:3]([OH:10])[C:4]1[CH:9]=[CH:8][CH:7]=[CH:6][CH:5]=1.CC1C=CC=CC=1C(Cl)=O>>[CH3:1][C@H:2]([NH:11][CH3:12])[C@@H:3]([OH:10])[C:4]1[CH:5]=[CH:6][CH:7]=[CH:8][CH:9]=1. Reported procedure: It was also reported that the reaction of 1-ephedrine with o-methylbenzoyl chloride and subsequent hydrolysis of the resulting amide gave d-pseudoephedrine. Welsh, J. Am. Chem. Soc., 71, 3500 (1949). The reactants are N[C@H](CC(C)C)C(=O)O (D-Leucine), C(C)(=O)Cl (acetyl chloride). Run in CO (methanol). Conditions: time 18 hour. The product is Cl.N[C@H](CC(C)C)C(=O)OC (Methyl D-leucinate Hydrochloride). As a reaction SMILES: [NH2:1][C@@H:2]([C:7]([OH:9])=[O:8])[CH2:3][CH:4]([CH3:6])[CH3:5].[C:10]([Cl:13])(=O)C>CO>[ClH:13].[NH2:1][C@@H:2]([C:7]([O:9][CH3:10])=[O:8])[CH2:3][CH:4]([CH3:6])[CH3:5] |f:3.4|. Reported procedure: D-Leucine (3.00 g, 22.9 mmol) was added to a solution of acetyl chloride (1.70 mL, 23.9 mmol) in methanol (30 mL). The reaction mixture was allowed to stir for 18 h and then concentrated under reduced pressure. This yielded 3.8 g (91%) of the title compound. 1H NMR (400 MHz, CD3OD) δ 0.99 (dd, 6H), 1.63-1.87 (m, 3H), 4.10 (dd, 1H), 3.81 (s, 3H). Reactants: COC(=O)c1ccc(-c2csc(N3C(=O)OCC3(C)C)n2)cc1, CN(C)C=O, O=C1CCC(=O)N1Cl. Yields the product COC(=O)c1ccc(-c2nc(N3C(=O)OCC3(C)C)sc2Cl)cc1. As a reaction SMILES: [CH3:1][C:2]1([CH3:23])[N:3]([c:8]2[s:9][cH:10][c:11](-[c:13]3[cH:14][cH:15][c:16]([C:17](=[O:18])[O:19][CH3:20])[cH:21][cH:22]3)[n:12]2)[C:4](=[O:7])[O:5][CH2:6]1.[CH3:32][N:33]([CH3:34])[CH:35]=[O:36].[Cl:24][N:25]1[C:26](=[O:27])[CH2:28][CH2:29][C:30]1=[O:31]>>[CH3:1][C:2]1([CH3:23])[N:3]([c:8]2[s:9][c:10]([Cl:24])[c:11](-[c:13]3[cH:14][cH:15][c:16]([C:17](=[O:18])[O:19][CH3:20])[cH:21][cH:22]3)[n:12]2)[C:4](=[O:7])[O:5][CH2:6]1. Starting materials: CC(C)(C)OC(=O)N1CCCC1COc1ccc(O)cc1, COc1ccc2nc(Cl)sc2c1. Yields the product COc1ccc2nc(Oc3ccc(OCC4CCCN4C(=O)OC(C)(C)C)cc3)sc2c1. RXN SMILES: [C:1]([CH3:2])([CH3:3])([CH3:4])[O:5][C:6](=[O:7])[N:8]1[CH:9]([CH2:13][O:14][c:15]2[cH:16][cH:17][c:18]([OH:21])[cH:19][cH:20]2)[CH2:10][CH2:11][CH2:12]1.[Cl:22][c:23]1[s:24][c:25]2[c:26]([n:27]1)[cH:28][cH:29][c:30]([O:32][CH3:33])[cH:31]2>>[C:1]([CH3:2])([CH3:3])([CH3:4])[O:5][C:6](=[O:7])[N:8]1[CH:9]([CH2:13][O:14][c:15]2[cH:16][cH:17][c:18]([O:21][c:23]3[s:24][c:25]4[c:26]([n:27]3)[cH:28][cH:29][c:30]([O:32][CH3:33])[cH:31]4)[cH:19][cH:20]2)[CH2:10][CH2:11][CH2:12]1.